The task is: describe an organic reaction: reactants, conditions, products, and yield. This data is from the Open Reaction Database (ORD), a public repository of structured organic reaction records. The reactants are COC(=O)C=1N(S(C2=C(C1O)C=CC1=CC=CC=C12)(=O)=O)CC (2-ethyl-4-hydroxy-2H-naphtho[2,1-e]-1,2-thiazine-3-carboxylic acid methyl ester-1,1-dioxide), NC=1SC=CN1 (2-aminothiazole). Solvent: C=1(C(=CC=CC1)C)C (xylene). Product: C(C)N1S(C2=C(C(=C1C(=O)NC=1SC=CN1)O)C=CC1=CC=CC=C12)(=O)=O (2-ethyl-4-hydroxy-N-(2-thiazolyl)-2H-naphtho[2,1-e]-1,2-thiazine-3-carboxamide-1,1-dioxide). As a reaction SMILES: CO[C:3]([C:5]1[N:6]([CH2:22][CH3:23])[S:7](=[O:21])(=[O:20])[C:8]2[C:19]3[C:14](=[CH:15][CH:16]=[CH:17][CH:18]=3)[CH:13]=[CH:12][C:9]=2[C:10]=1[OH:11])=[O:4].[NH2:24][C:25]1[S:26][CH:27]=[CH:28][N:29]=1>C1(C)C(C)=CC=CC=1>[CH2:22]([N:6]1[C:5]([C:3]([NH:24][C:25]2[S:26][CH:27]=[CH:28][N:29]=2)=[O:4])=[C:10]([OH:11])[C:9]2[CH:12]=[CH:13][C:14]3[C:19]([C:8]=2[S:7]1(=[O:21])=[O:20])=[CH:18][CH:17]=[CH:16][CH:15]=3)[CH3:23]. Procedure: 3.3 gm (0.01 mol) of 2-ethyl-4-hydroxy-2H-naphtho[2,1-e]-1,2-thiazine-3-carboxylic acid methyl ester-1,1-dioxide and 1.5 gm (0.015 mol) of 2-aminothiazole were reacted in 150 ml of xylene analogous to Example 40, yielding 1.0 gm (25% of theory) or 2-ethyl-4-hydroxy-N-(2-thiazolyl)-2H-naphtho[2,1-e]-1,2-thiazine-3-carboxamide-1,1-dioxide, m.p. 261°-262° C (decomp.), after recrystallization from ethyl acetate.